Dataset: the Open Reaction Database (ORD), a public repository of structured organic reaction records. Task: describe an organic reaction: reactants, conditions, products, and yield The reactants are C(C1=CC=CC=C1)N1C([C@H](N(C2=CC=C(C=C12)F)C(C1=CC=C(C=C1)OC)=O)CC)=O ((3R)-1-benzyl-3-ethyl-7-fluoro-4-(4-methoxybenzoyl)-3,4-dihydroquinoxalin-2(1H)-one), solution, B(Cl)(Cl)Cl (boron trichloride), Ice water. The reagents and catalysts are [I-].C(CCC)[N+](CCCC)(CCCC)CCCC (tetrabutylammonium iodide). Run in C(Cl)Cl (methylene chloride), C(Cl)Cl (methylene chloride). Conditions: temperature 0 celsius, time 5 minute. The product is C(C1=CC=CC=C1)N1C([C@H](N(C2=CC=C(C=C12)F)C(C1=CC=C(C=C1)O)=O)CC)=O ((3R)-1-Benzyl-3-Ethyl-7-fluoro-4-(4-hydroxybenzoyl)-3,4-dihydroquinoxalin-2(1H)-one). Isolated yield 156.8%. As a reaction SMILES: [CH2:1]([N:8]1[C:17]2[C:12](=[CH:13][CH:14]=[C:15]([F:18])[CH:16]=2)[N:11]([C:19](=[O:28])[C:20]2[CH:25]=[CH:24][C:23]([O:26]C)=[CH:22][CH:21]=2)[C@H:10]([CH2:29][CH3:30])[C:9]1=[O:31])[C:2]1[CH:7]=[CH:6][CH:5]=[CH:4][CH:3]=1.B(Cl)(Cl)Cl>[I-].C([N+](CCCC)(CCCC)CCCC)CCC.C(Cl)Cl>[CH2:1]([N:8]1[C:17]2[C:12](=[CH:13][CH:14]=[C:15]([F:18])[CH:16]=2)[N:11]([C:19](=[O:28])[C:20]2[CH:21]=[CH:22][C:23]([OH:26])=[CH:24][CH:25]=2)[C@H:10]([CH2:29][CH3:30])[C:9]1=[O:31])[C:2]1[CH:7]=[CH:6][CH:5]=[CH:4][CH:3]=1 |f:2.3|. Procedure details: To a stirred solution of (3R)-1-benzyl-3-ethyl-7-fluoro-4-(4-methoxybenzoyl)-3,4-dihydroquinoxalin-2(1H)-one (0.17 g, 0.41 mmol) and tetrabutylammonium iodide (0.28 g, 0.76 mmol) in methylene chloride (4 mL) at −78° C. was added a 1 M solution of boron trichloride in methylene chloride (2.8 mL, 2.8 mmol). Stirring was continued at −78° C. for 5 minutes, and the reaction was warmed to 0° C., where it was stirred for 10 h. Ice water was then added and stirred thoroughly. The layers were separated.... The reactants are ClC1=NC(=NC(=C1O)Cl)C1=CC=CC=C1 (4,6-dichloro-5-hydroxy-2-phenylpyrimidine), CN(C)C (trimethylamine), C(C)(=O)OC(C)=O (acetic anhydride), CN(C1=NC=NC=C1)C (4-dimethylaminopyrimidine). Run in C1(=CC=CC=C1)C (toluene), C(C)(=O)OCC (ethyl acetate). Product: C(C)(=O)OC=1C(=NC(=NC1Cl)C1=CC=CC=C1)Cl (5-Acetoxy-4,6-dichloro-2-phenylpyrimidine). As a reaction SMILES: [Cl:1][C:2]1[C:7]([OH:8])=[C:6]([Cl:9])[N:5]=[C:4]([C:10]2[CH:15]=[CH:14][CH:13]=[CH:12][CH:11]=2)[N:3]=1.CN(C)C.[C:20](OC(=O)C)(=[O:22])[CH3:21].CN(C)C1C=CN=CN=1>C1(C)C=CC=CC=1.C(OCC)(=O)C>[C:20]([O:8][C:7]1[C:6]([Cl:9])=[N:5][C:4]([C:10]2[CH:15]=[CH:14][CH:13]=[CH:12][CH:11]=2)=[N:3][C:2]=1[Cl:1])(=[O:22])[CH3:21]. Procedure details: A solution of 3.1 g of 4,6-dichloro-5-hydroxy-2-phenylpyrimidine, 2.8 ml of trimethylamine, 1.6 ml of acetic anhydride and 0.1 g of 4-dimethylaminopyrimidine in 50 ml of toluene is stirred for 4 hours at 20°-25° C. The reaction solution is subsequently diluted with ethyl acetate, washed with water and dried. On concentration by evaporation, there crystallise 4.3 g of 5-acetoxy-4,6-dichloro-2-phenylpyrimidine, m.p. 145°-147° C. (compoud No. 36). Starting materials: NC1=NC(=NC2=CC(=C(C=C12)OC)OC)Cl (4-Amino-2-chloro-6,7-dimethoxyquinazoline), C(C)(C)(C)OC(C1=CC(=C(C=C1)NC1CCNCC1)[N+](=O)[O-])=O (3-Nitro-4-(piperidin-4-ylamino)benzoic acid tert-butyl ester). The solvent is C(CCCC)O (n-pentanol). Conditions: temperature 120 celsius. Yields the product C(C)(C)(C)OC(C1=CC(=C(C=C1)NC1CCN(CC1)C1=NC2=CC(=C(C=C2C(=N1)N)OC)OC)[N+](=O)[O-])=O (4-[1-(4-Amino-6,7-dimethoxyquinazolin-2-yl)piperidin-4-ylamino]-3-nitrobenzoic acid tert-butyl ester). Isolated yield 63.5%. As a reaction SMILES: [NH2:1][C:2]1[C:11]2[C:6](=[CH:7][C:8]([O:14][CH3:15])=[C:9]([O:12][CH3:13])[CH:10]=2)[N:5]=[C:4](Cl)[N:3]=1.[C:17]([O:21][C:22](=[O:39])[C:23]1[CH:28]=[CH:27][C:26]([NH:29][CH:30]2[CH2:35][CH2:34][NH:33][CH2:32][CH2:31]2)=[C:25]([N+:36]([O-:38])=[O:37])[CH:24]=1)([CH3:20])([CH3:19])[CH3:18]>C(O)CCCC>[C:17]([O:21][C:22](=[O:39])[C:23]1[CH:28]=[CH:27][C:26]([NH:29][CH:30]2[CH2:35][CH2:34][N:33]([C:4]3[N:3]=[C:2]([NH2:1])[C:11]4[C:6](=[CH:7][C:8]([O:14][CH3:15])=[C:9]([O:12][CH3:13])[CH:10]=4)[N:5]=3)[CH2:32][CH2:31]2)=[C:25]([N+:36]([O-:38])=[O:37])[CH:24]=1)([CH3:20])([CH3:18])[CH3:19]. Reported procedure: 4-Amino-2-chloro-6,7-dimethoxyquinazoline (0.08 g, 0.33 mmol) was added to a solution of (44) (0.11 g, 0.35 mmol) in n-pentanol (5 mL) at 25° C. The mixture was heated to 120° C. and maintained at that temperature for 12 h. The reaction mixture was then cooled to room temperature and the desired product was filtered and rinsed with acetone to give 0.11 g (64%) of the title compound: TLC (Rf =0.30; 5% MeOH/CH2Cl2); 1H NMR (DMSO) δ 12.23 (s, 1H), 8.89 (s, 1H), 8.65 (s, 1H), 8.56 (s, 1H, J=2.0), 8.... Reactants: c1ccccc1, C[Si](C)(C)c1cc(C(O)CC=C(C=O)CCCCCCc2cc3ccccc3s2)co1. The product is C[Si](C)(C)c1cc(C2CC=C(CCCCCCc3cc4ccccc4s3)C(O)O2)co1. RXN SMILES: [cH:32]1[cH:33][cH:34][cH:35][cH:36][cH:37]1.[s:1]1[c:2]2[c:3]([cH:4][c:5]1[CH2:6][CH2:7][CH2:8][CH2:9][CH2:10][CH2:11][C:12]([CH:13]=[O:14])=[CH:15][CH2:16][CH:17]([c:18]1[cH:19][c:20]([Si:23]([CH3:24])([CH3:25])[CH3:26])[o:21][cH:22]1)[OH:27])[cH:28][cH:29][cH:30][cH:31]2>>[s:1]1[c:2]2[c:3]([cH:4][c:5]1[CH2:6][CH2:7][CH2:8][CH2:9][CH2:10][CH2:11][C:12]1=[CH:15][CH2:16][CH:17]([c:18]3[cH:19][c:20]([Si:23]([CH3:24])([CH3:25])[CH3:26])[o:21][cH:22]3)[O:27][CH:13]1[OH:14])[cH:28][cH:29][cH:30][cH:31]2. Starting materials: BrC1=CC=C(C=O)C=C1 (4-bromobenzaldehyde), [N+](=O)([O-])C (nitromethane), C(C)(=O)[O-].[NH4+] (ammonium acetate), C(C)(=O)O (acetic acid). Solvent: O (water). Reaction conditions: temperature 100 celsius, time 4 hour. Product: BrC1=CC=C(C=C1)\C=C\[N+](=O)[O-] (1-Bromo-4-((E)-2-nitro-vinyl)-benzene). The yield is 83.8%. As a reaction SMILES: [Br:1][C:2]1[CH:9]=[CH:8][C:5]([CH:6]=O)=[CH:4][CH:3]=1.[N+:10]([CH3:13])([O-:12])=[O:11].C([O-])(=O)C.[NH4+].C(O)(=O)C>O>[Br:1][C:2]1[CH:9]=[CH:8][C:5](/[CH:6]=[CH:13]/[N+:10]([O-:12])=[O:11])=[CH:4][CH:3]=1 |f:2.3|. Procedure: A mixture of 4-bromobenzaldehyde (16.8 g, 91 mmol), nitromethane (24.6 mL, 455 mmol), ammonium acetate (14 g, 182 mmol), and acetic acid (160 mL) was stirred for 4 hours at 100° C. This mixture was cooled to room temperature and poured into water. The precipitate thus produced was collected, washed with water, and dried under a reduced pressure to obtain the title compound (17.4 g). The title compound was used in the following reaction without any further purification. Starting materials: CO, CON(C)c1cc(Oc2ccc(N)c(F)c2)ccn1. The product is CNc1cc(Oc2ccc(N)c(F)c2)ccn1. RXN SMILES: [CH3:20][OH:21].[F:1][c:2]1[c:3]([NH2:4])[cH:5][cH:6][c:7]([O:9][c:10]2[cH:11][c:12]([N:16]([CH3:17])[O:18][CH3:19])[n:13][cH:14][cH:15]2)[cH:8]1>>[F:1][c:2]1[c:3]([NH2:4])[cH:5][cH:6][c:7]([O:9][c:10]2[cH:11][c:12]([NH:16][CH3:17])[n:13][cH:14][cH:15]2)[cH:8]1. The reactants are BrC1=CC=C(S1)S(=O)(=O)N[C@H](CC(=O)OCC1=CC=CC=C1)CN(C)C ((R)-benzyl 3-(5-bromothiophene-2-sulfonamido)-4-(dimethylamino)butanoate), C(#C)C1=CC=C(C=C1)C (p-ethynyltoluene). Yields the product CN(C[C@@H](CC(=O)OCC1=CC=CC=C1)NS(=O)(=O)C=1SC(=CC1)C#CC1=CC=C(C=C1)C)C ((R)-benzyl 4-(dimethylamino)-3-(5-(p-tolylethynyl)thiophene-2-sulfonamido)-butanoate). The yield is 89.0%. As a reaction SMILES: Br[C:2]1[S:6][C:5]([S:7]([NH:10][C@@H:11]([CH2:23][N:24]([CH3:26])[CH3:25])[CH2:12][C:13]([O:15][CH2:16][C:17]2[CH:22]=[CH:21][CH:20]=[CH:19][CH:18]=2)=[O:14])(=[O:9])=[O:8])=[CH:4][CH:3]=1.[C:27]([C:29]1[CH:34]=[CH:33][C:32]([CH3:35])=[CH:31][CH:30]=1)#[CH:28]>>[CH3:25][N:24]([CH3:26])[CH2:23][C@H:11]([NH:10][S:7]([C:5]1[S:6][C:2]([C:28]#[C:27][C:29]2[CH:34]=[CH:33][C:32]([CH3:35])=[CH:31][CH:30]=2)=[CH:3][CH:4]=1)(=[O:9])=[O:8])[CH2:12][C:13]([O:15][CH2:16][C:17]1[CH:22]=[CH:21][CH:20]=[CH:19][CH:18]=1)=[O:14]. Reported procedure: According to the method described in example S76a, (R)-benzyl 3-(5-bromothiophene-2-sulfonamido)-4-(dimethylamino)butanoate was reacted with p-ethynyltoluene to give the title compound as a black oil (55 mg, 89%). MS ESI 497.3 [M+H]+, calcd for [C26H28N2O4S2+H]+ 497.15. The reactants are CC(C(N)=S)C (2-methylpropanethioamide), ClC(C(=O)OCC)C=O (ethyl 2-chloro-3-oxopropanoate). The solvent is CC(=O)C (acetone). Yields the product C(C)(C)C=1SC(=CN1)C(=O)OCC (Ethyl 2-isopropylthiazole-5-carboxylate). As a reaction SMILES: [CH3:1][CH:2]([CH3:6])[C:3](=[S:5])[NH2:4].Cl[CH:8]([CH:14]=O)[C:9]([O:11][CH2:12][CH3:13])=[O:10]>CC(C)=O>[CH:2]([C:3]1[S:5][C:8]([C:9]([O:11][CH2:12][CH3:13])=[O:10])=[CH:14][N:4]=1)([CH3:6])[CH3:1]. Reported procedure: A mixture of 2-methylpropanethioamide (3.3 g) and ethyl 2-chloro-3-oxopropanoate (4.82 g) in acetone (50 mL) was heated at reflux under nitrogen for 3 hours. The mixture was cooled to room temperature and the solvent removed under reduced pressure. The crude product was purified by flash silica chromatography using 12% ethyl acetate in isohexane as solvent. Pure fractions were evaporated to dryness to afford the subtitled compound. Yield 1.6 g.